From a dataset of the Open Reaction Database (ORD), a public repository of structured organic reaction records. describe an organic reaction: reactants, conditions, products, and yield The reactants are CCN(CC)C(=O)Cl, CN(C)c1ccncc1, CCOC(C)=O, Cl, COC(=O)c1c(-c2noc(C)n2)cc(O)c(O)c1[N+](=O)[O-], c1ccncc1. Yields the product CCN(CC)C(=O)Oc1cc(-c2noc(C)n2)c(C(=O)OC)c([N+](=O)[O-])c1O. As a reaction SMILES: [CH2:22]([CH3:23])[N:24]([C:25](=[O:26])[Cl:27])[CH2:28][CH3:29].[CH3:37][N:38]([CH3:39])[c:40]1[cH:41][cH:42][n:43][cH:44][cH:45]1.[CH3:46][CH2:47][O:48][C:49](=[O:50])[CH3:51].[ClH:36].[OH:1][c:2]1[c:3]([N+:19](=[O:20])[O-:21])[c:4]([C:5](=[O:6])[O:7][CH3:8])[c:9](-[c:13]2[n:14][o:15][c:16]([CH3:18])[n:17]2)[cH:10][c:11]1[OH:12].[cH:30]1[cH:31][cH:32][n:33][cH:34][cH:35]1>>[OH:1][c:2]1[c:3]([N+:19](=[O:20])[O-:21])[c:4]([C:5](=[O:6])[O:7][CH3:8])[c:9](-[c:13]2[n:14][o:15][c:16]([CH3:18])[n:17]2)[cH:10][c:11]1[O:12][C:25]([N:24]([CH2:22][CH3:23])[CH2:28][CH3:29])=[O:26]. Yields the product O=C(NC(Cc1ccccc1)C(=O)O)c1cccc(CC2CCCC=C2c2nc(-c3ccccc3)c(-c3ccccc3)o2)c1. As a reaction SMILES: [ClH:50].[Li+:49].[O:51]1[CH2:52][CH2:53][CH2:54][CH2:55]1.[OH-:48].[OH2:47].[c:1]1(-[c:7]2[n:8][c:9]([C:18]3=[CH:23][CH2:22][CH2:21][CH2:20][CH:19]3[CH2:24][c:25]3[cH:26][c:27]([C:28](=[O:29])[NH:30][CH:31]([C:32](=[O:33])[O:34][CH2:35][CH3:36])[CH2:37][c:38]4[cH:39][cH:40][cH:41][cH:42][cH:43]4)[cH:44][cH:45][cH:46]3)[o:10][c:11]2-[c:12]2[cH:13][cH:14][cH:15][cH:16][cH:17]2)[cH:2][cH:3][cH:4][cH:5][cH:6]1>>[c:1]1(-[c:7]2[n:8][c:9]([C:18]3=[CH:23][CH2:22][CH2:21][CH2:20][CH:19]3[CH2:24][c:25]3[cH:26][c:27]([C:28](=[O:29])[NH:30][CH:31]([C:32](=[O:33])[OH:34])[CH2:37][c:38]4[cH:39][cH:40][cH:41][cH:42][cH:43]4)[cH:44][cH:45][cH:46]3)[o:10][c:11]2-[c:12]2[cH:13][cH:14][cH:15][cH:16][cH:17]2)[cH:2][cH:3][cH:4][cH:5][cH:6]1. The reactants are Cl, [Li+], C1CCOC1, [OH-], O, CCOC(=O)C(Cc1ccccc1)NC(=O)c1cccc(CC2CCCC=C2c2nc(-c3ccccc3)c(-c3ccccc3)o2)c1. Starting materials: CCOC(=O)CCCOc1cccc2c1B(O)OC2C[N+](=O)[O-], CO, [Na+], [OH-], O. Product: O=C(O)CCCOc1cccc2c1B(O)OC2C[N+](=O)[O-]. As a reaction SMILES: [CH2:1]([CH3:2])[O:3][C:4]([CH2:5][CH2:6][CH2:7][O:8][c:9]1[cH:10][cH:11][cH:12][c:13]2[c:14]1[B:15]([OH:22])[O:16][CH:17]2[CH2:18][N+:19](=[O:20])[O-:21])=[O:23].[CH3:26][OH:27].[Na+:25].[OH-:24].[OH2:28]>>[O:3]=[C:4]([CH2:5][CH2:6][CH2:7][O:8][c:9]1[cH:10][cH:11][cH:12][c:13]2[c:14]1[B:15]([OH:22])[O:16][CH:17]2[CH2:18][N+:19](=[O:20])[O-:21])[OH:23]. Run at temperature 100 celsius, time 8 hour. Product: NC1=NNC2=CC(=CC=C12)C1=CC(=NC(=N1)N)NC1=CC=CC=C1 (6-(3-Amino-1H-indazol-6-yl)-N4-phenyl-2,4-pyrimidinediamine). Reaction SMILES: [NH2:1][C:2]1[N:7]=[C:6]([C:8]2[CH:15]=[CH:14][C:11]([C:12]#[N:13])=[C:10](F)[CH:9]=2)[CH:5]=[C:4]([NH:17][C:18]2[CH:23]=[CH:22][CH:21]=[CH:20][CH:19]=2)[N:3]=1.O.[NH2:25][NH2:26].CCOC(C)=O.CCCCCC>CCO>[NH2:13][C:12]1[C:11]2[C:10](=[CH:9][C:8]([C:6]3[N:7]=[C:2]([NH2:1])[N:3]=[C:4]([NH:17][C:18]4[CH:23]=[CH:22][CH:21]=[CH:20][CH:19]=4)[CH:5]=3)=[CH:15][CH:14]=2)[NH:26][N:25]=1 |f:1.2|. Isolated yield 26.3%. Run in CCO (EtOH), CCO (EtOH). Reactants: NC1=NC(=CC(=N1)C1=CC(=C(C#N)C=C1)F)NC1=CC=CC=C1 (4-[2-amino-6-(phenylamino)-4-pyrimidinyl]-2-fluorobenzonitrile), O.NN (hydrazine monohydrate), CCCCCC (Hexane), CCOC(=O)C (EtOAc). Procedure: To 4-[2-amino-6-(phenylamino)-4-pyrimidinyl]-2-fluorobenzonitrile (366 mg, 1.2 mmol) in EtOH (10 mL) was added hydrazine monohydrate (1.0 mL, 32 mmol) and the reaction mixture was stirred overnight at 100° C. The mixture was poured onto water and EtOAc. The layers were separated and the aqueous layer was further extracted with EtOAc. The combined organic layers were washed with brine, dried (MgSO4), filtered and concentrated to afford crude product (230 mg). This material was dissolved in EtOH. ... Reagents/catalysts: [Pd] (palladium on activated carbon), [Pd] (palladium on activated carbon), [Pd] (palladium on activated carbon). Yields the product COC([C@H](CC(C)(F)F)N)=O ((S)-2-amino-4,4-difluoro-pentanoic acid methyl ester). Reported procedure: In a flask under argon was placed (S)-2-benzyloxycarbonylamino-4,4-difluoro-pentanoic acid methyl ester (626 mg, 2.08 mmol), methanol (8 mL) and 10% palladium on activated carbon (100 mg). Triethylsilane (3 mL) was added slowly and the mixture stirred at 25° C. for 30 min. Another portion of 10% palladium on activated carbon (100 mg) and triethylsilane (3 mL) was added and the mixture was stirred for 30 min. A third portion of 10% palladium on activated carbon (100 mg) and triethylsilane (3 mL) ... Yield: 43.4%. The solvent is CO (methanol). Reaction SMILES: [CH3:1][O:2][C:3](=[O:21])[C@@H:4]([NH:10]C(OCC1C=CC=CC=1)=O)[CH2:5][C:6]([F:9])([F:8])[CH3:7].C([SiH](CC)CC)C>[Pd].CO>[CH3:1][O:2][C:3](=[O:21])[C@@H:4]([NH2:10])[CH2:5][C:6]([F:9])([F:8])[CH3:7]. Reactants: C(C)[SiH](CC)CC (triethylsilane), COC([C@H](CC(C)(F)F)NC(=O)OCC1=CC=CC=C1)=O ((S)-2-benzyloxycarbonylamino-4,4-difluoro-pentanoic acid methyl ester), C(C)[SiH](CC)CC (Triethylsilane), C(C)[SiH](CC)CC (triethylsilane). Reaction conditions: temperature 25 celsius, time 30 minute.